The task is: describe an organic reaction: reactants, conditions, products, and yield. This data is from the Open Reaction Database (ORD), a public repository of structured organic reaction records. As a reaction SMILES: C1(C2(C3C=CC=CC=3)OB(C)N3CCC[C@@H]23)C=CC=CC=1.[C:22]([S:26]/[CH:27]=[CH:28]/[C:29](=[O:31])[CH3:30])([CH3:25])([CH3:24])[CH3:23].CSC.C1(C)C=CC=CC=1.[Cl-].[NH4+]>>[C:22]([S:26]/[CH:27]=[CH:28]/[C@H:29]([OH:31])[CH3:30])([CH3:25])([CH3:24])[CH3:23] |f:4.5|. Starting materials: C1(=CC=CC=C1)C1([C@H]2N(B(O1)C)CCC2)C2=CC=CC=C2 ((S)-3,3-diphenyl-1-methyltetrahydro-1H,3H-pyrrolo[1,2-c] [1,3,2] oxazaborol), C1(=CC=CC=C1)C (toluene), C(C)(C)(C)S/C=C/C(C)=O ((E)-4-(tert-butylthio)-3-buten-2-one), CSC (dimethylsulfide), [Cl-].[NH4+] (ammonium chloride). Run at time 2 hour. Procedure: (S)-3,3-diphenyl-1-methyltetrahydro-1H,3H-pyrrolo[1,2-c] [1,3,2] oxazaborol (28 mg, 0.1 mmol) and MS4A (Nacalai Tesque Inc., 500 mg) were dried by a vacuum pump, followed by substituting with an argon gas. To this mixture, (E)-4-(tert-butylthio)-3-buten-2-one (158 mg, 1.0 mmol) and dimethylsulfide (0.22 ml, 3.0 mmol) were added, which were then washed into the mixture with dry toluene (5 ml). After ice cooling, a solution of borane dimethylsulfide complex in toluene (1.07M, 0.65 ml, 0.7 mmol) wa... Yields the product C(C)(C)(C)S/C=C/[C@@H](C)O ((R,E)-4-(tert-butylthio)-3-buten-2-ol). Reactants: S(=O)(=O)([O-])[O-].[NH4+].[NH4+] (ammonium sulfate), S([O-])(O)(=O)=O.[NH4+] (ammonium bisulfate), S(=O)(=O)([O-])[O-].[NH4+].[NH4+] (ammonium sulfate), S(=O)(=O)([O-])OS(=O)(=O)[O-].[NH4+].[NH4+] (ammonium pyrosulfate). Yields the product S(=O)(=O)([O-])[O-].[NH4+].[NH4+] (ammonium sulfate), N (ammonia), S([O-])(O)(=O)=O.[NH4+] (ammonium bisulfate). As a reaction SMILES: [S:1]([O-:5])([O-:4])(=[O:3])=[O:2].[NH4+:6].[NH4+].[S:8](=[O:12])(=[O:11])([OH:10])[O-:9].[NH4+].S(OS([O-])(=O)=O)([O-])(=O)=O.[NH4+].[NH4+]>>[S:1]([O-:5])([O-:4])(=[O:3])=[O:2].[NH4+:6].[NH4+:6].[NH3:6].[S:8](=[O:10])(=[O:9])([OH:12])[O-:11].[NH4+:6] |f:0.1.2,3.4,5.6.7,8.9.10,12.13|. Procedure details: When the first (ammonium sulfate) stream is substantially composed of ammonium sulfate, the decomposition product comprises ammonium bisulfate, ammonium pyrosulfate, or a mixture of the two compounds. As reported by Halstead (J. Appl. Chem., 1970, 20:129-132), the thermal decomposition of ammonium sulfate produces ammonia and ammonium bisulfate. The ammonium bisulfate can then undergo dehydration to form ammonium pyrosulfate. However, the practice of the invention is not limited by the relative ... Reactants: C(C)OC(CN(CCC=1OC(=CC1)C)C(=O)OCC)=O (Ethyl{ethoxycarbonyl[2-(5-methylfuran-2-yl)ethyl]-amino}acetate), [OH-].[K+] (potassium hydroxide). The solvent is C(C)O (ethanol). Yields the product C(C)OC(=O)N(CCC=1OC(=CC1)C)CC(=O)O ({Ethoxycarbonyl[2-(5-methylfuran-2-yl)ethyl]amino}acetic acid). Yield: 30.7%. RXN SMILES: C([O:3][C:4](=[O:20])[CH2:5][N:6]([C:15]([O:17][CH2:18][CH3:19])=[O:16])[CH2:7][CH2:8][C:9]1[O:10][C:11]([CH3:14])=[CH:12][CH:13]=1)C.[OH-].[K+]>C(O)C>[CH2:18]([O:17][C:15]([N:6]([CH2:5][C:4]([OH:20])=[O:3])[CH2:7][CH2:8][C:9]1[O:10][C:11]([CH3:14])=[CH:12][CH:13]=1)=[O:16])[CH3:19] |f:1.2|. Reported procedure: Ethyl{ethoxycarbonyl[2-(5-methylfuran-2-yl)ethyl]-amino}acetate (0.65 g) prepared in the step 4 was dissolved in 5 mL of ethanol, 0.30 g of potassium hydroxide was added thereto and the mixture was heated to reflux for 3 hours. The solvent of the reaction solution was evaporated in vacuo and the residue was dissolved in ethyl acetate. The resulting solution was slowly neutralized with 1N aqueous solution of hydrochloric acid (ca. 80 mL) with stirring to adjust to pH 3. The organic layer was sepa... Starting materials: CN(C)C=O, CC(C)NCc1ccc(C(C)(C)C)cc1, ClCc1cccc2ccccc12, [Na+], [Na+], O=C([O-])[O-], O. Product: CC(C)N(Cc1ccc(C(C)(C)C)cc1)Cc1cccc2ccccc12. RXN SMILES: [CH3:35][N:36]([CH3:37])[CH:38]=[O:39].[CH:1]([CH3:2])([CH3:3])[NH:4][CH2:5][c:6]1[cH:7][cH:8][c:9]([C:12]([CH3:13])([CH3:14])[CH3:15])[cH:10][cH:11]1.[Cl:22][CH2:23][c:24]1[cH:25][cH:26][cH:27][c:28]2[cH:29][cH:30][cH:31][cH:32][c:33]12.[Na+:16].[Na+:17].[O-:18][C:19](=[O:20])[O-:21].[OH2:34]>>[CH:1]([CH3:2])([CH3:3])[N:4]([CH2:5][c:6]1[cH:7][cH:8][c:9]([C:12]([CH3:13])([CH3:14])[CH3:15])[cH:10][cH:11]1)[CH2:23][c:24]1[cH:25][cH:26][cH:27][c:28]2[cH:29][cH:30][cH:31][cH:32][c:33]12. The product is C1=Cc2cccc(OCC3CN(c4ccccc4)CCO3)c2C1. Reaction SMILES: [Al+3:7].[CH2:12]1[CH:13]=[CH:14][c:15]2[cH:16][cH:17][cH:18][c:19]([O:21][CH2:22][CH:23]3[O:24][CH2:25][C:26](=[O:35])[N:27]([c:29]4[cH:30][cH:31][cH:32][cH:33][cH:34]4)[CH2:28]3)[c:20]21.[H-:10].[H-:11].[H-:6].[H-:9].[Li+:8].[Na+:37].[O:1]1[CH2:2][CH2:3][CH2:4][CH2:5]1.[OH-:36].[OH2:38]>>[CH2:12]1[CH:13]=[CH:14][c:15]2[cH:16][cH:17][cH:18][c:19]([O:21][CH2:22][CH:23]3[O:24][CH2:25][CH2:26][N:27]([c:29]4[cH:30][cH:31][cH:32][cH:33][cH:34]4)[CH2:28]3)[c:20]21. Reactants: [Al+3], O=C1COC(COc2cccc3c2CC=C3)CN1c1ccccc1, [H-], [H-], [H-], [H-], [Li+], [Na+], C1CCOC1, [OH-], O. Reactants: C(C)(C)(C)OC(=O)N1CCN(CC1)C1=C(C=C(C=C1)C)C1CC1 (4-(2-Cyclopropyl-4-methylphenyl)piperazine-1carboxylic acid tert-butyl ester), Cl.C(C)(=O)OCC (hydrogen chloride ethyl acetate). Solvent: C(Cl)(Cl)Cl (chloroform). Run at time 3 hour. Yields the product Cl.C1(CC1)C1=C(C=CC(=C1)C)N1CCNCC1 (1-(2-cyclopropyl-4-methylphenyl)piperazine hydrochloride). RXN SMILES: C(OC([N:8]1[CH2:13][CH2:12][N:11]([C:14]2[CH:19]=[CH:18][C:17]([CH3:20])=[CH:16][C:15]=2[CH:21]2[CH2:23][CH2:22]2)[CH2:10][CH2:9]1)=O)(C)(C)C.[ClH:24].C(OCC)(=O)C>C(Cl)(Cl)Cl>[ClH:24].[CH:21]1([C:15]2[CH:16]=[C:17]([CH3:20])[CH:18]=[CH:19][C:14]=2[N:11]2[CH2:12][CH2:13][NH:8][CH2:9][CH2:10]2)[CH2:22][CH2:23]1 |f:1.2,4.5|. Reported procedure: To a mixture of 4-(2-chloro-4-methylphenyl)piperazine-1-carboxylic acid tert-butyl ester (932 mg), bis(tricyclohexylphosphine)palladium (II) dichloride (132 mg), tripotassium phosphate (3.8 g) and cyclopropylboronic acid (688 mg) were added toluene (10 mL) and water (500 μL) and the mixture was refluxed for 5 hr. After cooling, the mixture was extracted with ethyl acetate, washed with saturated brine, and the solvent was evaporated. The residue was purified by column chromatography (chloroform) ... Starting materials: FC(C(=O)NCC=1C(=CC(=C(C(=O)O)C1)Cl)F)(F)F (5-((2,2,2-trifluoroacetamido)methyl)-2-chloro-4-fluorobenzoic acid), OS(=O)(=O)O (H2SO4), [N-]=[N+]=[N-].[Na+] (sodium azide). Product: NC=1C(=CC(=C(CNC(C(F)(F)F)=O)C1)F)Cl (N-(5-amino-4-chloro-2-fluorobenzyl)-2,2,2-trifluoroacetamide). Yield: 64668.4%. RXN SMILES: [F:1][C:2]([F:19])([F:18])[C:3]([NH:5][CH2:6][C:7]1[C:8]([F:17])=[CH:9][C:10]([Cl:16])=[C:11]([CH:15]=1)C(O)=O)=[O:4].OS(O)(=O)=O.[N-:25]=[N+]=[N-].[Na+]>>[NH2:25][C:11]1[C:10]([Cl:16])=[CH:9][C:8]([F:17])=[C:7]([CH:15]=1)[CH2:6][NH:5][C:3](=[O:4])[C:2]([F:19])([F:18])[F:1] |f:2.3|. Reported procedure: The title compound was prepared according to the procedure described in step-1 of Intermediate-57 by using 5-((2,2,2-trifluoroacetamido)methyl)-2-chloro-4-fluorobenzoic acid (3.0 g), conc. H2SO4 and sodium azide (0.793 g, 0.012 mmol) to afford 2.1 g of the desired product. Starting materials: CON(C)C(=O)C=Cc1cc(F)ccc1Br, CS(C)=O, C[S+](C)(C)=O, [H-], [I-], [Na+], O. The product is CON(C)C(=O)C1CC1c1cc(F)ccc1Br. As a reaction SMILES: [Br:9][c:10]1[c:11]([CH:17]=[CH:18][C:19](=[O:20])[N:21]([CH3:22])[O:23][CH3:24])[cH:12][c:13]([F:16])[cH:14][cH:15]1.[CH3:26][S:27]([CH3:28])=[O:29].[CH3:4][S+:5]([CH3:6])([CH3:7])=[O:8].[H-:1].[I-:3].[Na+:2].[OH2:25]>>[CH2:4]1[CH:17]([c:11]2[c:10]([Br:9])[cH:15][cH:14][c:13]([F:16])[cH:12]2)[CH:18]1[C:19](=[O:20])[N:21]([CH3:22])[O:23][CH3:24]. Reactants: FC1=C(CN2C(N(CC2)[C@H](C(=O)OC(C)(C)C)C(C)(C)C)=O)C=CC=C1 (tert-butyl(2S)-2-[3-(2-fluorobenzyl)-2-oxoimidazolidin-1-yl]-3,3-dimethylbutanoate), FC(C(=O)O)(F)F (trifluoroacetic acid). Run in ClCCl (dichloromethane). Product: FC1=C(CN2C(N(CC2)[C@H](C(=O)O)C(C)(C)C)=O)C=CC=C1 ((2S)-2-[3-(2-fluorobenzyl)-2-oxoimidazolidin-1-yl]-3,3-dimethylbutanoic acid). Isolated yield 72.7%. As a reaction SMILES: [F:1][C:2]1[CH:26]=[CH:25][CH:24]=[CH:23][C:3]=1[CH2:4][N:5]1[CH2:9][CH2:8][N:7]([C@@H:10]([C:18]([CH3:21])([CH3:20])[CH3:19])[C:11]([O:13]C(C)(C)C)=[O:12])[C:6]1=[O:22].FC(F)(F)C(O)=O>ClCCl>[F:1][C:2]1[CH:26]=[CH:25][CH:24]=[CH:23][C:3]=1[CH2:4][N:5]1[CH2:9][CH2:8][N:7]([C@@H:10]([C:18]([CH3:20])([CH3:21])[CH3:19])[C:11]([OH:13])=[O:12])[C:6]1=[O:22]. Reported procedure: A solution of Example 135B (199 mg, 0.54 mmol) in dichloromethane (1.5 mL) was treated with trifluoroacetic acid (1.5 mL) at 25° C. for 16 h. The solvents were evaporated, and the crude residue was purified using reverse phase chromatography using 95% water (0.1% trifluoroacetic acid)/5% acetonitrile-100% acetonitrile to give the title compound (0.121 g, 73%). Starting materials: NC1=NN(C=C1)CCCCCCCCCCC (3-amino-1-undecyl 1H pyrazole), C(C)(C)C1=C(C(=CC=C1)C(C)C)N=C=O (2,6-diisopropylphenylisocyanate), C(C)#N (acetonitrile). Conditions: temperature 25 celsius. Yields the product CC(C)C1=C(C(=CC=C1)C(C)C)NC(=O)NC1=CC=NN1CCCCCCCCCCC (N-[2,6-bis(1-methylethyl)phenyl]-N'-(1-undecyl-1H-pyrazol-5-yl)urea). Isolated yield 100.0%. Reaction SMILES: N[C:2]1[CH:6]=[CH:5][N:4]([CH2:7][CH2:8][CH2:9][CH2:10][CH2:11][CH2:12][CH2:13][CH2:14][CH2:15][CH2:16][CH3:17])[N:3]=1.[CH:18]([C:21]1[CH:26]=[CH:25][CH:24]=[C:23]([CH:27]([CH3:29])[CH3:28])[C:22]=1[N:30]=[C:31]=[O:32])([CH3:20])[CH3:19].C(#[N:35])C>>[CH3:20][CH:18]([C:21]1[CH:26]=[CH:25][CH:24]=[C:23]([CH:27]([CH3:28])[CH3:29])[C:22]=1[NH:30][C:31]([NH:35][C:5]1[N:4]([CH2:7][CH2:8][CH2:9][CH2:10][CH2:11][CH2:12][CH2:13][CH2:14][CH2:15][CH2:16][CH3:17])[N:3]=[CH:2][CH:6]=1)=[O:32])[CH3:19]. Procedure: A solution of 3-amino-1-undecyl 1H pyrazole (3.7 g, 15.6 mmol) and 2,6-diisopropylphenylisocyanate (3.15 mL, 15.6 mmol) in acetonitrile (100 mL) was heated under reflux for 5 hours, then cooled (25° C.) and concentrated in vacuo to yield 7.0 g (100%) of the title compound as a yellow oil.